Dataset: the Open Reaction Database (ORD), a public repository of structured organic reaction records. Task: describe an organic reaction: reactants, conditions, products, and yield As a reaction SMILES: [Cl:1][C:2]1[N:7]=[C:6]([C:8]2[C:9]([C:17]3[CH:18]=[CH:19][C:20]([O:30][CH3:31])=[C:21]([NH:23][C:24](=[O:29])[C:25](F)(F)F)[CH:22]=3)=[N:10][N:11]3[CH:16]=[CH:15][CH:14]=[CH:13][C:12]=23)[CH:5]=[CH:4][N:3]=1.[Li+].[OH-].C1COCC1.[CH:39]1[CH:43]=[C:42](CC(Cl)=O)[S:41][CH:40]=1>O>[Cl:1][C:2]1[N:7]=[C:6]([C:8]2[C:9]([C:17]3[CH:18]=[CH:19][C:20]([O:30][CH3:31])=[C:21]([NH:23][C:24](=[O:29])[CH2:25][C:40]4[S:41][CH:42]=[CH:43][CH:39]=4)[CH:22]=3)=[N:10][N:11]3[CH:16]=[CH:15][CH:14]=[CH:13][C:12]=23)[CH:5]=[CH:4][N:3]=1 |f:1.2|. Run in O (H2O), O (water). Procedure details: A solution of N-[5-[3-(2-chloro-4-pyrimidinyl)pyrazolo[1,5-a]pyridin-2-yl]-2-(methyloxy)phenyl]-2,2,2-trifluoroacetamide (250 mg, 0.56 mmol) and 1M LiOH (1.30 mL, 1.39 mmol) in 10:1 THF:H2O (5 mL) was heated at 50° C. overnight. After removal of THF by rotary evaporation, the reaction mixture was redissolved in EtOAc and washed with water (25 mL) and brine (25 mL). The organic layer was dried over MgSO4. Following filtration, the solvent was removed by rotary evaporation. After high vacuum remov... The yield is 78.8%. Product: ClC1=NC=CC(=N1)C=1C(=NN2C1C=CC=C2)C=2C=CC(=C(C2)NC(CC=2SC=CC2)=O)OC (N-{5-[3-(2-Chloropyrimidin-4-yl)pyrazolo[1,5-a]pyridin-2-yl]-2-methoxyphenyl}-2-(2-thienyl)acetamide). Starting materials: C1=CSC(=C1)CC(=O)Cl (thiophene-2-acetylchloride), ClC1=NC=CC(=N1)C=1C(=NN2C1C=CC=C2)C=2C=CC(=C(C2)NC(C(F)(F)F)=O)OC (N-[5-[3-(2-chloro-4-pyrimidinyl)pyrazolo[1,5-a]pyridin-2-yl]-2-(methyloxy)phenyl]-2,2,2-trifluoroacetamide), [Li+].[OH-] (LiOH), C1CCOC1 (THF). Run at time 8 hour. Reactants: [OH-].[NH4+] (ammonium hydroxide), C1OC=2C=C(C=CC2O1)O (3,4-methylenedioxyphenol), Cl.O=C1C(CNCC1)C(=O)OC (methyl 4-oxo-3-piperidinecarboxylate hydrochloride), Ice water. Run in S(O)(O)(=O)=O (sulfuric acid). Run at time 64 hour. Yields the product Cl.C1C2=C(CNC1)C(OC1=C2C=C2OCOC2=C1)=O (1,2,3,4-Tetrahydro-5H-[1,3]benzodioxolo[5',6':5,6]pyrano[3,4-c]pyridin-5-one hydrochloride). The yield is 47.1%. Reaction SMILES: [CH2:1]1[O:9][C:8]2[CH:7]=[CH:6][C:5]([OH:10])=[CH:4][C:3]=2[O:2]1.[ClH:11].O=[C:13]1[CH2:18][CH2:17][NH:16][CH2:15][CH:14]1[C:19](OC)=[O:20].[OH-].[NH4+]>S(=O)(=O)(O)O>[ClH:11].[CH2:18]1[CH2:17][NH:16][CH2:15][C:14]2[C:19](=[O:20])[O:10][C:5]3[CH:4]=[C:3]4[C:8]([O:9][CH2:1][O:2]4)=[CH:7][C:6]=3[C:13]1=2 |f:1.2,3.4,6.7|. Reported procedure: A mixture of 3,4-methylenedioxyphenol (125 g, 0.91 moles) and methyl 4-oxo-3-piperidinecarboxylate hydrochloride (125 g, 0.65 moles) is cooled in ice and treated over one hour with 600 ml of 72% sulfuric acid. The mixture is then stirred at room temperature for 64 hours. Ice/water (1.0 kg) is added, followed by conc. ammonium hydroxide, until the pH of the mixture is 9.0. The crude product is filtered, stirred briefly in 2.5% aqueous sodium hydroxide (1.0 l), and refiltered. Several recrystalliz...